The task is: describe an organic reaction: reactants, conditions, products, and yield. This data is from the Open Reaction Database (ORD), a public repository of structured organic reaction records. Starting materials: C1CCOC1, CC(C)N(C(C)C)P(Cl)N(C(C)C)C(C)C, OCc1ccccc1CO. Product: CC(C)N(C(C)C)P1OCc2ccccc2CO1. RXN SMILES: [CH2:27]1[O:28][CH2:29][CH2:30][CH2:31]1.[CH:11]([CH3:12])([CH3:13])[N:14]([CH:15]([CH3:16])[CH3:17])[P:18]([N:19]([CH:20]([CH3:21])[CH3:22])[CH:23]([CH3:24])[CH3:25])[Cl:26].[OH:1][CH2:2][c:3]1[c:4]([CH2:5][OH:6])[cH:7][cH:8][cH:9][cH:10]1>>[O:1]1[CH2:2][c:3]2[c:4]([cH:7][cH:8][cH:9][cH:10]2)[CH2:5][O:6][P:18]1[N:14]([CH:11]([CH3:12])[CH3:13])[CH:15]([CH3:16])[CH3:17]. The reactants are CC(C)(C)[O-], CC#N, [K+], COC(=O)CCC(C(N)=O)N1Cc2c(OCc3ccc(CN4CCc5ccccc5C4)cc3)cccc2C1=O. The product is O=C1CCC(N2Cc3c(OCc4ccc(CN5CCc6ccccc6C5)cc4)cccc3C2=O)C(=O)N1. RXN SMILES: [CH3:40][C:41]([CH3:42])([O-:43])[CH3:44].[CH3:46][C:47]#[N:48].[K+:45].[NH2:1][C:2]([CH:3]([CH2:4][CH2:5][C:6]([O:8][CH3:7])=[O:9])[N:10]1[C:11](=[O:38])[c:12]2[cH:13][cH:14][cH:15][c:16]([O:19][CH2:20][c:21]3[cH:22][cH:23][c:24]([CH2:27][N:28]4[CH2:29][c:30]5[cH:31][cH:32][cH:33][cH:34][c:35]5[CH2:36][CH2:37]4)[cH:25][cH:26]3)[c:17]2[CH2:18]1)=[O:39]>>[NH:1]1[C:2](=[O:39])[CH:3]([N:10]2[C:11](=[O:38])[c:12]3[cH:13][cH:14][cH:15][c:16]([O:19][CH2:20][c:21]4[cH:22][cH:23][c:24]([CH2:27][N:28]5[CH2:29][c:30]6[cH:31][cH:32][cH:33][cH:34][c:35]6[CH2:36][CH2:37]5)[cH:25][cH:26]4)[c:17]3[CH2:18]2)[CH2:4][CH2:5][C:6]1=[O:8]. Starting materials: C=CCOC(=O)N1CC(OS(C)(=O)=O)CC1c1csc(CNOC(C)(C)C)n1, O=C(O)C(F)(F)F. Yields the product C=CCOC(=O)N1CC(OS(C)(=O)=O)CC1c1csc(CNC=O)n1. RXN SMILES: [CH2:8]([CH:9]=[CH2:10])[O:11][C:12](=[O:13])[N:14]1[CH2:15][CH:16]([O:31][S:32](=[O:33])(=[O:34])[CH3:35])[CH2:17][CH:18]1[c:19]1[n:20][c:21]([CH2:24][NH:25][O:26][C:27]([CH3:28])([CH3:29])[CH3:30])[s:22][cH:23]1.[OH:1][C:2]([C:3]([F:4])([F:5])[F:6])=[O:7]>>[O:1]=[CH:2][NH:25][CH2:24][c:21]1[n:20][c:19]([CH:18]2[N:14]([C:12]([O:11][CH2:8][CH:9]=[CH2:10])=[O:13])[CH2:15][CH:16]([O:31][S:32](=[O:33])(=[O:34])[CH3:35])[CH2:17]2)[cH:23][s:22]1. Conditions: time 3 hour. Starting materials: N(=[N+]=[N-])CCOC1=CC=C(C=C1)[N+](=O)[O-] (4-nitrophenyl 2-azidoethyl ether), C1(=CC=CC=C1)P(C1=CC=CC=C1)C1=CC=CC=C1 (triphenyl phosphine). Reported procedure: A solution of 4-nitro 2-aminoethyl ether (610 mg, 2.93 mmol) from Example 213 in 10 mL of THF/water (9:1 ) was treated with triphenyl phosphine (768 mg, 3.0 mmol) at ambient temperature. After stirring for 3 h, the solvent was removed under vacuum and the residue was purified by flash column chromatography on silica gel (eluant 1:9 methanol/methylene chloride) to give 480 mg (95%) of the title compound: 1H NMR (200 MHz, CD3OD) δ8.18 (d, 2H, J=9Hz), 6.96 (d, 2H, J=9Hz), 4.13 (t, 2H, J=5.5Hz), 3.2... Isolated yield 89.9%. Reaction SMILES: [N:1]([CH2:4][CH2:5][O:6][C:7]1[CH:12]=[CH:11][C:10]([N+:13]([O-:15])=[O:14])=[CH:9][CH:8]=1)=[N+]=[N-].C1(P(C2C=CC=CC=2)C2C=CC=CC=2)C=CC=CC=1>C1COCC1.O>[NH2:1][CH2:4][CH2:5][O:6][C:7]1[CH:8]=[CH:9][C:10]([N+:13]([O-:15])=[O:14])=[CH:11][CH:12]=1 |f:2.3|. The product is NCCOC1=CC=C(C=C1)[N+](=O)[O-] (4-Nitrophenyl 2-aminoethyl ether). The solvent is C1CCOC1.O (THF water). Reactants: C(C)(C)C1=NNC=C1C1=NC(=NC=C1)S(=O)(=O)C (4-(3-isopropyl-1H-pyrazol-4-yl)-2-methanesulfonyl-pyrimidine), [C@H]1(CCC2=CC=CC=C12)N ((R)-indan-1-ylamine). Run in ClCCl (dichloromethane), CS(=O)C (DMSO). Run at temperature 150 celsius, time 8 hour. Yields the product [C@H]1(CCC2=CC=CC=C12)NC1=NC=CC(=N1)C=1C(=NNC1)C(C)C ((R)-indan-1-yl-[4-(3-isopropyl-1H-pyrazol-4-yl)-pyrimidin-2-yl]-amine). The yield is 41.7%. Reaction SMILES: [CH:1]([C:4]1[C:8]([C:9]2[CH:14]=[CH:13][N:12]=[C:11](S(C)(=O)=O)[N:10]=2)=[CH:7][NH:6][N:5]=1)([CH3:3])[CH3:2].[C@H:19]1([NH2:28])[C:27]2[C:22](=[CH:23][CH:24]=[CH:25][CH:26]=2)[CH2:21][CH2:20]1>CS(C)=O.ClCCl>[C@H:19]1([NH:28][C:11]2[N:10]=[C:9]([C:8]3[C:4]([CH:1]([CH3:3])[CH3:2])=[N:5][NH:6][CH:7]=3)[CH:14]=[CH:13][N:12]=2)[C:27]2[C:22](=[CH:23][CH:24]=[CH:25][CH:26]=2)[CH2:21][CH2:20]1. Procedure: To a solution of 4-(3-isopropyl-1H-pyrazol-4-yl)-2-methanesulfonyl-pyrimidine (40 mg, 0.15 mmol) in anhydrous DMSO (0.25 mL) is added (R)-indan-1-ylamine (58 uL, 0.45 mmol). The reaction mixture is stirred at 150° C. overnight, diluted with dichloromethane, and washed with water. The organic layer is dried over sodium sulfate and concentrated in vacuo. The crude product is purified by preparative HPLC to provide 20 mg of (R)-indan-1-yl-[4-(3-isopropyl-1H-pyrazol-4-yl)-pyrimidin-2-yl]-amine. (Exa... The reactants are C([O-])([O-])=O.[K+].[K+] (potassium carbonate), BrCC(=O)OC (methyl bromoacetate), C1(=CC=CC=2CCCCC12)O (5,6,7,8-tetrahyro-1-naphthol). Run in CC(CC)=O (2-butanone). Product: C1(=CC=CC=2CCCCC12)OCC(=O)OC (Methyl (5,6,7,8-tetrahyro-1-naphthyloxy)-acetate). Reaction SMILES: [C:1]1([OH:11])[C:10]2[CH2:9][CH2:8][CH2:7][CH2:6][C:5]=2[CH:4]=[CH:3][CH:2]=1.C(=O)([O-])[O-].[K+].[K+].Br[CH2:19][C:20]([O:22][CH3:23])=[O:21]>CC(=O)CC>[C:1]1([O:11][CH2:19][C:20]([O:22][CH3:23])=[O:21])[C:10]2[CH2:9][CH2:8][CH2:7][CH2:6][C:5]=2[CH:4]=[CH:3][CH:2]=1 |f:1.2.3|. Procedure details: 10 g 5,6,7,8-tetrahyro-1-naphthol are dissolved in 150 ml 2-butanone and then 18.5 g potassium carbonate and 12.3 g methyl bromoacetate are introduced into the mixture. After having been refluxed for 24 hours, the mixture is filtered, the solvent evaporated under reduced pressure and after removal of the starting phenol soluble in aqueous basic medium, 13.1 g of final product are distilled. Starting materials: CC(C)OC(=O)/N=N/C(=O)OC(C)C (DIAD), OC=1C=C2C=CC(=CC2=CC1)C#N (6-hydroxy-2-naphthonitrile), C(C)(C)(C)[C@H]1CC[C@H](CC1)O (cis-4-tert-butylcyclohexanol), C1=CC=C(C=C1)P(C2=CC=CC=C2)C3=CC=CC=C3 (PPh3). Solvent: C1(=CC=CC=C1)C (toluene), O (Water). Conditions: time 15 hour. Product: C(C)(C)(C)[C@@H]1CC[C@H](CC1)OC=1C=C2C=CC(=CC2=CC1)C#N (6-((trans)-4-tert-butylcyclohexyloxy)-2-naphthonitrile). The yield is 146.4%. Reaction SMILES: [OH:1][C:2]1[CH:3]=[C:4]2[C:9](=[CH:10][CH:11]=1)[CH:8]=[C:7]([C:12]#[N:13])[CH:6]=[CH:5]2.[C:14]([C@@H:18]1[CH2:23][CH2:22][C@H:21](O)[CH2:20][CH2:19]1)([CH3:17])([CH3:16])[CH3:15].C1C=CC(P(C2C=CC=CC=2)C2C=CC=CC=2)=CC=1.CC(OC(/N=N/C(OC(C)C)=O)=O)C>O.C1(C)C=CC=CC=1>[C:14]([C@H:18]1[CH2:23][CH2:22][C@H:21]([O:1][C:2]2[CH:3]=[C:4]3[C:9](=[CH:10][CH:11]=2)[CH:8]=[C:7]([C:12]#[N:13])[CH:6]=[CH:5]3)[CH2:20][CH2:19]1)([CH3:17])([CH3:16])[CH3:15]. Procedure: To a vial charged with 6-hydroxy-2-naphthonitrile (3.38 g, 0.02 mol, 1.0 eq.), cis-4-tert-butylcyclohexanol (6.24 g, 0.04 mol, 2.0 eq.), PPh3 (10.5 g, 0.04 mol, 2.0 eq.) and toluene (20 mL), was added DIAD (12 mL, 0.06 mol, 3.0 eq.) under nitrogen atmosphere at r.t. and stirred for 15 h. Water was added and extracted with EtOAc. The organic layer was purified by silica gel chromatography (PE:EA=10:1) to give the title compound (9.0 g, 86%) as a slight yellow solid. EDI-MS (M+1)+: 308.0. 1H NMR (... Reactants: BrC1=CC=C(C=C1)F (4-bromofluorobenzene), C(CCC)[Li] (n-butyllithium), hexanes, CN1C2CC(CC1CC2)=O (8-methyl-8-azabicyclo-[3.2.1]octan-3-one). Product: FC1=CC=C(C=C1)C1(CC2CCC(C1)N2C)O (3-(4-Fluorophenyl)-8-methyl-8-azabicyclo[3.2.1]octan-3-ol). RXN SMILES: Br[C:2]1[CH:7]=[CH:6][C:5]([F:8])=[CH:4][CH:3]=1.C([Li])CCC.[CH3:14][N:15]1[CH:20]2[CH2:21][CH2:22][CH:16]1[CH2:17][C:18](=[O:23])[CH2:19]2>>[F:8][C:5]1[CH:6]=[CH:7][C:2]([C:18]2([OH:23])[CH2:19][CH:20]3[N:15]([CH3:14])[CH:16]([CH2:22][CH2:21]3)[CH2:17]2)=[CH:3][CH:4]=1. Reported procedure: The title compound was prepared from 4-bromofluorobenzene (26.3 g, 0.15 mol), n-butyllithium in hexanes (60 mL, 2.5 M; 0.15 mol) and 8-methyl-8-azabicyclo-[3.2.1]octan-3-one (10 g, 71.7 mmol). Yield 9.9 g (59%), m.p. 168.5-170° C. Reactants: [Al+3], COC(Cl)Cl, COC(=O)c1cccn1C, [Cl-], [Cl-], [Cl-], ClCCCl, C[N+](=O)[O-]. Yields the product COC(=O)c1cc(C=O)cn1C. RXN SMILES: [Al+3:12].[CH3:15][O:16][CH:17]([Cl:18])[Cl:19].[CH3:1][n:2]1[c:3]([C:7](=[O:8])[O:9][CH3:10])[cH:4][cH:5][cH:6]1.[Cl-:11].[Cl-:13].[Cl-:14].[Cl:20][CH2:21][CH2:22][Cl:23].[N+:24]([CH3:25])([O-:26])=[O:27]>>[CH3:1][n:2]1[c:3]([C:7](=[O:8])[O:9][CH3:10])[cH:4][c:5]([CH:15]=[O:16])[cH:6]1. Reactants: ClC(Cl)Cl, OCc1ccc(-c2ccc(C(F)(F)F)cc2)cc1, O=S(Cl)Cl. The product is FC(F)(F)c1ccc(-c2ccc(CCl)cc2)cc1. Reaction SMILES: [CH:23]([Cl:24])([Cl:25])[Cl:26].[F:1][C:2]([c:3]1[cH:4][cH:5][c:6](-[c:9]2[cH:10][cH:11][c:12]([CH2:15][OH:16])[cH:13][cH:14]2)[cH:7][cH:8]1)([F:17])[F:18].[S:19]([Cl:20])([Cl:21])=[O:22]>>[F:1][C:2]([c:3]1[cH:4][cH:5][c:6](-[c:9]2[cH:10][cH:11][c:12]([CH2:15][Cl:21])[cH:13][cH:14]2)[cH:7][cH:8]1)([F:17])[F:18].